Dataset: the Open Reaction Database (ORD), a public repository of structured organic reaction records. Task: describe an organic reaction: reactants, conditions, products, and yield Reactants: C(C)N(CC)CCN (diethylaminoethylamine), COC1CC(C(CC1)=O)CC(=O)C1=CC=CC=C1 (4-methoxy-2-phenacylcyclohexanone), C(C)(=O)O (acetic acid), O (water). Product: C(C(=O)O)(=O)O.C(C)N(CCN1C(=CC=2CC(CCC12)OC)C1=CC=CC=C1)CC (1-(2-diethylaminoethyl)-2-phenyl-5-methoxy-4,5,6,7-tetrahydroindole oxalate). Reaction SMILES: [CH2:1]([N:3]([CH2:6][CH2:7][NH2:8])[CH2:4][CH3:5])[CH3:2].[CH3:9][O:10][CH:11]1[CH2:16][CH2:15][C:14](=O)[CH:13]([CH2:18][C:19]([C:21]2[CH:26]=[CH:25][CH:24]=[CH:23][CH:22]=2)=O)[CH2:12]1.[OH2:27].[C:28]([OH:31])(=[O:30])[CH3:29]>>[C:28]([OH:31])(=[O:30])[C:29]([OH:10])=[O:27].[CH2:1]([N:3]([CH2:4][CH3:5])[CH2:6][CH2:7][N:8]1[C:14]2[CH2:15][CH2:16][CH:11]([O:10][CH3:9])[CH2:12][C:13]=2[CH:18]=[C:19]1[C:21]1[CH:22]=[CH:23][CH:24]=[CH:25][CH:26]=1)[CH3:2] |f:4.5|. Procedure: 5.8 g (0.05 mole) of diethylaminoethylamine are added dropwise to a stirred solution of 12.3 g (0.05 mole) of 4-methoxy-2-phenacylcyclohexanone in glacial acetic acid under nitrogen. After refluxing for 5 hours, ice and water are added and the aqueous solution is washed with ether. The ether solution is dried over sodium sulfate and concentrated to a brown oil. The oil is converted to the oxalate salt which is recrystallized from methanol to give 1-(2-diethylaminoethyl)-2-phenyl-5-methoxy-4,5,6,... Starting materials: BrCC(=O)OCC (ethyl α-bromoacetate), C(=O)(OCC)C1C(CCCCCC1)=O (2-carboethoxy-cyclooctanone), [I-].[Na+] (sodium iodide), [H-].[Na+] (sodium hydride), oil. The solvent is C1(=CC=CC=C1)C (toluene), O (water). Reaction conditions: temperature 110 celsius. Product: C(=O)(OCC)C1(C(CCCCCC1)=O)CC(=O)OCC (2-carboethoxy-2-carboethoxymethylcyclooctanone). RXN SMILES: [C:1]([CH:6]1[CH2:13][CH2:12][CH2:11][CH2:10][CH2:9][CH2:8][C:7]1=[O:14])([O:3][CH2:4][CH3:5])=[O:2].[I-].[Na+].[H-].[Na+].Br[CH2:20][C:21]([O:23][CH2:24][CH3:25])=[O:22]>C1(C)C=CC=CC=1.O>[C:1]([C:6]1([CH2:20][C:21]([O:23][CH2:24][CH3:25])=[O:22])[CH2:13][CH2:12][CH2:11][CH2:10][CH2:9][CH2:8][C:7]1=[O:14])([O:3][CH2:4][CH3:5])=[O:2] |f:1.2,3.4|. Procedure details: A solution of 2-carboethoxy-cyclooctanone (92.2 g, 0.5 mole) in toluene (1.6 l) is treated with sodium iodide (1 g) and 60% sodium hydride in mineral oil (23.3 g, 0.58 mole). The mixture is heated at 110° C. The mixture is treated with ethyl α-bromoacetate (98.0 g, 0.58 mole) dropwise and the mixture is warmed to 65° C. for 18 hours. The mixture is cooled and water (500 ml) was added. The layers are separated and the aqueous is extracted with toluene (2×1 l). The extracts are dried (MgSO4) and f... Reactants: COC1=C(C=C(C(=O)O)C=C1)\C=C\C1=CC=C(C=C1)OC(F)(F)F (4-methoxy-3-[(E)-2-(4-trifluoromethoxyphenyl)vinyl]benzoic acid), C(C(CO)(CO)N)O (tris(hydroxymethyl)aminomethane). The product is OCC(CO)(CO)NC(C1=CC(=C(C=C1)OC)\C=C\C1=CC=C(C=C1)OC(F)(F)F)=O (N-(2-hydroxy-1,1-bis-hydroxymethyl-ethyl)-4-methoxy-3-[(E)-2-(4-trifluoromethoxyphenyl)-vinyl]-benzamide). Reaction SMILES: [CH3:1][O:2][C:3]1[CH:11]=[CH:10][C:6]([C:7](O)=[O:8])=[CH:5][C:4]=1/[CH:12]=[CH:13]/[C:14]1[CH:19]=[CH:18][C:17]([O:20][C:21]([F:24])([F:23])[F:22])=[CH:16][CH:15]=1.[CH2:25]([OH:32])[C:26]([NH2:31])([CH2:29][OH:30])[CH2:27][OH:28]>>[OH:32][CH2:25][C:26]([NH:31][C:7](=[O:8])[C:6]1[CH:10]=[CH:11][C:3]([O:2][CH3:1])=[C:4](/[CH:12]=[CH:13]/[C:14]2[CH:15]=[CH:16][C:17]([O:20][C:21]([F:22])([F:23])[F:24])=[CH:18][CH:19]=2)[CH:5]=1)([CH2:29][OH:30])[CH2:27][OH:28]. Procedure details: The captioned compound was synthesized from 4-methoxy-3-[(E)-2-(4-trifluoromethoxyphenyl)vinyl]benzoic acid obtained in step B of Example 2-2-1 and tris(hydroxymethyl)aminomethane in accordance with the same procedure as in the methods described in step C of Example 1-2-3. Starting materials: FC1=C(C=C(C=C1)C=1C=C(C(NN1)=O)C(=O)OC)C (6-(4-fluoro-3-methylphenyl)-4-methoxycarbonyl-2H-pyridazin-3-one), CS(=O)(=O)OCCCC1=CC(=CC=C1)Cl (3-(3-chlorophenyl)-1-propanol methanesulfonate). Product: C(=O)(O)C=1C(N(N=C(C1)C1=CC(=C(C=C1)F)C)CCCC1=CC(=CC=C1)Cl)=O (4-carboxy-2-[3-(3-chlorophenyl)propyl]-6-(4-fluoro-3-methylphenyl)-2H-pyridazin-3-one). Isolated yield 79.1%. RXN SMILES: [F:1][C:2]1[CH:7]=[CH:6][C:5]([C:8]2[CH:9]=[C:10]([C:15]([O:17]C)=[O:16])[C:11](=[O:14])[NH:12][N:13]=2)=[CH:4][C:3]=1[CH3:19].CS(O[CH2:25][CH2:26][CH2:27][C:28]1[CH:33]=[CH:32][CH:31]=[C:30]([Cl:34])[CH:29]=1)(=O)=O>>[C:15]([C:10]1[C:11](=[O:14])[N:12]([CH2:25][CH2:26][CH2:27][C:28]2[CH:33]=[CH:32][CH:31]=[C:30]([Cl:34])[CH:29]=2)[N:13]=[C:8]([C:5]2[CH:6]=[CH:7][C:2]([F:1])=[C:3]([CH3:19])[CH:4]=2)[CH:9]=1)([OH:17])=[O:16]. Procedure details: Following the procedure of Example 1(6), 6-(4-fluoro-3-methylphenyl)-4-methoxycarbonyl-2H-pyridazin-3-one and 3-(3-chlorophenyl)-1-propanol methanesulfonate were reacted. Without purification, the reaction product was reacted further following the procedure of Example 1(7) to yield the title compound as a yellow crystalline powder (yield: 79.1%).